This data is from the Open Reaction Database (ORD), a public repository of structured organic reaction records. The task is: describe an organic reaction: reactants, conditions, products, and yield Starting materials: CC1=CC2=C(C=C1)OCC(=O)CO2 (Calone), COC1=C(C=O)C=CC(=C1)OC (2,4-dimethoxybenzaldehyde). Product: COC1=C(C=CC(=C1)OC)\C=C/1\C(/C(/OC2=C(O1)C=CC(=C2)C)=C/C2=C(C=C(C=C2)OC)OC)=O (2,4-bis[1-(2,4-dimethoxyphenyl)-meth-(Z)-ylidene]-7-methylbenzo[b]-1,4-dioxepin-3-one). RXN SMILES: [CH3:1][C:2]1[CH:7]=[CH:6][C:5]2[O:8][CH2:9][C:10]([CH2:12][O:13][C:4]=2[CH:3]=1)=[O:11].[CH3:14][O:15][C:16]1[CH:23]=[C:22]([O:24][CH3:25])[CH:21]=[CH:20][C:17]=1[CH:18]=O>>[CH3:14][O:15][C:16]1[CH:23]=[C:22]([O:24][CH3:25])[CH:21]=[CH:20][C:17]=1/[CH:18]=[C:9]1/[C:10](=[O:11])/[C:12](=[CH:18]/[C:17]2[CH:20]=[CH:21][C:22]([O:24][CH3:25])=[CH:23][C:16]=2[O:15][CH3:14])/[O:13][C:4]2[CH:3]=[C:2]([CH3:1])[CH:7]=[CH:6][C:5]=2[O:8]/1. Procedure details: Calone is reacted with 2,4-dimethoxybenzaldehyde analogously to the reaction conditions of Example 1, giving 2,4-bis[1-(2,4-dimethoxyphenyl)-meth-(Z)-ylidene]-7-methylbenzo[b]-1,4-dioxepin-3-one. Reactants: BrC1=CC=C2CC(N(C2=C1)C)=O (6-bromo-1-methyl-1,3-dihydro-indol-2-one), CN(C)C=O (DMF). The reagents and catalysts are [C-]#N.[Zn+2].[C-]#N (zinc cyanide), C=1C=CC(=CC1)[P](C=2C=CC=CC2)(C=3C=CC=CC3)[Pd]([P](C=4C=CC=CC4)(C=5C=CC=CC5)C=6C=CC=CC6)([P](C=7C=CC=CC7)(C=8C=CC=CC8)C=9C=CC=CC9)[P](C=1C=CC=CC1)(C=1C=CC=CC1)C=1C=CC=CC1 (tetrakis(triphenylphosphine)palladium(0)). The solvent is C([O-])(O)=O.[Na+] (sodium bicarbonate), ClCCl (dichloromethane). Conditions: time 100 minute. The product is CN1C(CC2=CC=C(C=C12)C#N)=O (1-methyl-2-oxo-2,3-dihydro-1H-indole-6-carbonitrile). As a reaction SMILES: Br[C:2]1[CH:10]=[C:9]2[C:5]([CH2:6][C:7](=[O:12])[N:8]2[CH3:11])=[CH:4][CH:3]=1.[CH3:13][N:14](C=O)C>C(=O)(O)[O-].[Na+].ClCCl.[C-]#N.[Zn+2].[C-]#N.C1C=CC([P]([Pd]([P](C2C=CC=CC=2)(C2C=CC=CC=2)C2C=CC=CC=2)([P](C2C=CC=CC=2)(C2C=CC=CC=2)C2C=CC=CC=2)[P](C2C=CC=CC=2)(C2C=CC=CC=2)C2C=CC=CC=2)(C2C=CC=CC=2)C2C=CC=CC=2)=CC=1>[CH3:11][N:8]1[C:9]2[C:5](=[CH:4][CH:3]=[C:2]([C:13]#[N:14])[CH:10]=2)[CH2:6][C:7]1=[O:12] |f:2.3,5.6.7,^1:34,36,55,74|. Procedure: To a solution of 6-bromo-1-methyl-1,3-dihydro-indol-2-one (226 mg, 1.0 mmol) in DMF (6.0 mL) was added zinc cyanide (117 mg, 1.0 mmol). Then the reaction mixture was degassed and placed under an argon atmosphere and tetrakis(triphenylphosphine)palladium(0) (115 mg, 0.1 mmol) was added. The reaction was then placed at 95° C. for 100 minutes, at which time it was cooled to room temperature, and diluted with saturated aqueous sodium bicarbonate and dichloromethane. The layers were separated and the... Starting materials: C1(=CC=CC=C1)C(C[C@H]1CNCCC1)=O ((S)-[1-Phenyl-2-piperidin-3-yl-ethanone]), ClC1=CC=C(C=C1)C1(CCC1)C(=O)O (1-(4-Chloro-phenyl)-cyclobutanecarboxylic acid), amide, BrOP, C(C)(C)N(CC)C(C)C (diisopropylethylamine), [H-].[Al+3].[Li+].[H-].[H-].[H-] (lithium aluminum hydride), amide, C1(=CC=CC=C1)C(C)=O (1-phenyl-ethanone), amide. Solvent: C(Cl)Cl (methylene chloride), O (water), CCOCC (ether), CCOC(=O)C.CCCCCC (EtOAc hexane), C1CCOC1 (THF). Conditions: temperature 0 celsius, time 8 hour. Yields the product ClC1=CC=C(C=C1)C1(CCC1)CN1CC(CCC1)C[C@H](O)C1=CC=CC=C1 ((S)-[2-{1-[1-(4-Chloro-phenyl)-cyclobutylmethyl]-piperidin-3-yl}-1-phenyl-ethanol]). The yield is 76.3%. Reaction SMILES: [C:1]1([C:7](=[O:15])[CH2:8][C@@H:9]2[CH2:14][CH2:13][CH2:12][NH:11][CH2:10]2)[CH:6]=[CH:5][CH:4]=[CH:3][CH:2]=1.[Cl:16][C:17]1[CH:22]=[CH:21][C:20]([C:23]2([C:27](O)=O)[CH2:26][CH2:25][CH2:24]2)=[CH:19][CH:18]=1.C(N(C(C)C)CC)(C)C.C1(C(=O)C)C=CC=CC=1.[H-].[Al+3].[Li+].[H-].[H-].[H-]>C(Cl)Cl.O.CCOCC.C1COCC1.CCOC(C)=O.CCCCCC>[Cl:16][C:17]1[CH:22]=[CH:21][C:20]([C:23]2([CH2:27][N:11]3[CH2:12][CH2:13][CH2:14][CH:9]([CH2:8][C@@H:7]([C:1]4[CH:2]=[CH:3][CH:4]=[CH:5][CH:6]=4)[OH:15])[CH2:10]3)[CH2:26][CH2:25][CH2:24]2)=[CH:19][CH:18]=1 |f:4.5.6.7.8.9,14.15|. Procedure details: (S)-[1-Phenyl-2-piperidin-3-yl-ethanone] (142 mg, 0.70 mmol) and 1-(4-Chloro-phenyl)-cyclobutanecarboxylic acid (148 mg, 0.70 mmol) were dissolved in 5 mL of methylene chloride and treated with the amide coupling agent BrOP (1.05 mmol), and diisopropylethylamine (2.1 mmol). The mixture was kept at room temperature overnight, diluted with 20 mL of water, and 50 mL of ether. Extractive workup gave, after concentration of the organic layers in vacuo and chromatography on silica gel using a EtOAc-he... Reactants: O=C(O)CCc1ccc(OC(=O)c2ccccc2)c(OC(=O)c2ccccc2)c1, O=S(Cl)Cl, c1ccccc1. The product is O=C(O)CCc1ccc(OC(=O)c2ccccc2)c(OC(=O)c2ccccc2)c1, [Cl-]. Reaction SMILES: [C:1]([c:2]1[cH:3][cH:4][cH:5][cH:6][cH:7]1)(=[O:8])[O:9][c:10]1[cH:11][c:12]([CH2:25][CH2:26][C:27](=[O:28])[OH:29])[cH:13][cH:14][c:15]1[O:16][C:17]([c:18]1[cH:19][cH:20][cH:21][cH:22][cH:23]1)=[O:24].[S:30]([Cl:31])([Cl:32])=[O:33].[cH:34]1[cH:35][cH:36][cH:37][cH:38][cH:39]1>>[C:1]([c:2]1[cH:3][cH:4][cH:5][cH:6][cH:7]1)(=[O:8])[O:9][c:10]1[cH:11][c:12]([CH2:25][CH2:26][C:27](=[O:28])[OH:29])[cH:13][cH:14][c:15]1[O:16][C:17]([c:18]1[cH:19][cH:20][cH:21][cH:22][cH:23]1)=[O:24].[Cl-:32]. Starting materials: NC1=NC(=NC=2N1OC(N2)=O)N(CC=C)CC=C (7-amino-5-diallylamino-2H-[1,2,4]oxadiazolo[2,3-a]-s-triazin-2-one), Cl (hydrochloric acid), COCC(=O)Cl (methoxyacetyl chloride), 3-N. The solvent is O (water), C(Cl)Cl (methylene chloride), C(C)N(CC)CC (triethylamine), C(Cl)Cl (methylene chloride). Run at temperature 5 celsius, time 1 hour. The product is C(C=C)N(C1=NC=2N(C(=N1)NC(COC)=O)OC(N2)=O)CC=C (N-{5-diallylamino-2-oxo-2H-[1,2,4]oxadiazolo[2,3-a]-s-triazin-7-yl}-2-methoxyacetamide). Reaction SMILES: [NH2:1][C:2]1[N:7]2[O:8][C:9](=[O:11])[N:10]=[C:6]2[N:5]=[C:4]([N:12]([CH2:16][CH:17]=[CH2:18])[CH2:13][CH:14]=[CH2:15])[N:3]=1.[CH3:19][O:20][CH2:21][C:22](Cl)=[O:23].Cl>O.C(Cl)Cl.C(N(CC)CC)C>[CH2:13]([N:12]([CH2:16][CH:17]=[CH2:18])[C:4]1[N:3]=[C:2]([NH:1][C:22](=[O:23])[CH2:21][O:20][CH3:19])[N:7]2[O:8][C:9](=[O:11])[N:10]=[C:6]2[N:5]=1)[CH:14]=[CH2:15]. Procedure: 5.0 g. of 7-amino-5-diallylamino-2H-[1,2,4]oxadiazolo[2,3-a]-s-triazin-2-one are suspended in 100 ml. of methylene chloride and 10 ml. of triethylamine. 2.5 g. of methoxyacetyl chloride in 20 ml. of methylene chloride are added dropwise while stirring and cooling to about 5° C. After 1 hour at about 5° C., the mixture is treated with water and adjusted to pH 4 with 3-N hydrochloric acid. The two phases are separated and the aqueous phase is extracted with methylene chloride. The combined organic...